This data is from the Open Reaction Database (ORD), a public repository of structured organic reaction records. The task is: describe an organic reaction: reactants, conditions, products, and yield Reactants: C(C)(C)OC1=C(C=CC=C1)O (2-isopropoxyphenol), N1=CC=CC=C1 (pyridine), C(C)(=O)Cl (acetyl chloride). Run in C(C)OCC (diethyl ether), C(Cl)Cl (CH2Cl2). Conditions: temperature 0 celsius, time 1 hour. The product is C(C)(=O)OC1=C(C=CC=C1)OC(C)C (2-isopropoxyphenyl acetate). Reaction SMILES: [CH:1]([O:4][C:5]1[CH:10]=[CH:9][CH:8]=[CH:7][C:6]=1[OH:11])([CH3:3])[CH3:2].N1C=CC=CC=1.[C:18](Cl)(=[O:20])[CH3:19]>C(Cl)Cl.C(OCC)C>[C:18]([O:11][C:6]1[CH:7]=[CH:8][CH:9]=[CH:10][C:5]=1[O:4][CH:1]([CH3:3])[CH3:2])(=[O:20])[CH3:19]. Procedure: To a solution of 2-isopropoxyphenol (1.53 g, 10 mmol) in CH2Cl2 at 0° C., was added pyridine (1.76 mL, 22 mmol) followed by acetyl chloride (0.79 mL, 1.1 eq). The mixture was stirred at 0° C. for 1.0 h, diluted with diethyl ether, washed with 5% citric acid and brine. The organic extract was dried over Na2SO4, evaporated to give 2-isopropoxyphenyl acetate as an oil.